Task: describe an organic reaction: reactants, conditions, products, and yield. Dataset: the Open Reaction Database (ORD), a public repository of structured organic reaction records Starting materials: N1=CC=C(C=C1)N1CC(CCC1)CNC(OC(C)(C)C)=O (tert-Butyl (1-(pyridin-4-yl)piperidin-3-yl)methylcarbamate), C(C)(=O)Cl (acetyl chloride). Solvent: C(C)O (ethanol), C(C)OCC (diethyl ether). Run at time 12 hour. Product: Cl.Cl.N1=CC=C(C=C1)N1CC(CCC1)CN ((1-(Pyridin-4-yl)piperidin-3-yl)methanamine dihydrochloride). Yield: 79.0%. As a reaction SMILES: [N:1]1[CH:6]=[CH:5][C:4]([N:7]2[CH2:12][CH2:11][CH2:10][CH:9]([CH2:13][NH:14]C(=O)OC(C)(C)C)[CH2:8]2)=[CH:3][CH:2]=1.C([Cl:25])(=O)C>C(O)C.C(OCC)C>[ClH:25].[ClH:25].[N:1]1[CH:6]=[CH:5][C:4]([N:7]2[CH2:12][CH2:11][CH2:10][CH:9]([CH2:13][NH2:14])[CH2:8]2)=[CH:3][CH:2]=1 |f:4.5.6|. Reported procedure: tert-Butyl (1-(pyridin-4-yl)piperidin-3-yl)methylcarbamate (0.35 g, 1.2 mmol, 1 eq) was dissolved in ethanol (4 ml), and acetyl chloride (0.42 ml, 6.0 mmol, 5 eq) was added, while cooling with ice. The reaction solution was stirred for 12 h at RT and then diluted with diethyl ether (20 ml). The resulting white solid was filtered off and dried in vacuo. Yield: 79%. The reactants are COC(=O)c1cc(OC)c2c(c1)OCCO2, [Li+], C1CCOC1, [OH-]. Product: COc1cc(C(=O)O)cc2c1OCCO2. Reaction SMILES: [CH3:1][O:2][c:3]1[cH:4][c:5]([C:6](=[O:7])[O:8][CH3:9])[cH:10][c:11]2[c:12]1[O:13][CH2:14][CH2:15][O:16]2.[Li+:17].[O:19]1[CH2:20][CH2:21][CH2:22][CH2:23]1.[OH-:18]>>[CH3:1][O:2][c:3]1[cH:4][c:5]([C:6](=[O:7])[OH:8])[cH:10][c:11]2[c:12]1[O:13][CH2:14][CH2:15][O:16]2. Reactants: C(\C=C(/C)\CCC=C(C)C)OC1=CC=C(C(=O)OC)C=C1 (methyl 4-geranyloxybenzoate), [OH-].[K+] (potassium hydroxide), Cl (hydrochloric acid). Solvent: CO (methanol). Reaction conditions: time 8 hour. Product: C(\C=C(/C)\CCC=C(C)C)OC1=CC=C(C(=O)O)C=C1 (4-geranyloxybenzoic acid). Yield: 79.0%. RXN SMILES: [CH2:1]([O:11][C:12]1[CH:21]=[CH:20][C:15]([C:16]([O:18]C)=[O:17])=[CH:14][CH:13]=1)/[CH:2]=[C:3](/[CH2:5][CH2:6][CH:7]=[C:8]([CH3:10])[CH3:9])\[CH3:4].[OH-].[K+].Cl>CO>[CH2:1]([O:11][C:12]1[CH:13]=[CH:14][C:15]([C:16]([OH:18])=[O:17])=[CH:20][CH:21]=1)/[CH:2]=[C:3](/[CH2:5][CH2:6][CH:7]=[C:8]([CH3:10])[CH3:9])\[CH3:4] |f:1.2|. Procedure: To a solution of methyl 4-geranyloxybenzoate(13.00 g) in methanol(50 ml) was added aqueous solution(10 ml) of potassium hydroxide (3.90 g). After being stirred overnight at room temperature, the mixture was refluxed with heating for 1 hour. After being acidified with concentrated hydrochloric acid, the reaction mixture was extracted with chloroform. The organic layer was dried over sodium sulfate anhydride and then the solvent was evaporated out under a vacuum. The resulting solid was recrystall... The reactants are C=C=O, CC1(C)CC(N)CC(C)(C)N1, C1CCOC1. Product: CC(=O)NC1CC(C)(C)NC(C)(C)C1. RXN SMILES: [CH2:12]=[C:13]=[O:14].[NH2:1][CH:2]1[CH2:3][C:4]([CH3:10])([CH3:11])[NH:5][C:6]([CH3:8])([CH3:9])[CH2:7]1.[O:15]1[CH2:16][CH2:17][CH2:18][CH2:19]1>>[NH:1]([CH:2]1[CH2:3][C:4]([CH3:10])([CH3:11])[NH:5][C:6]([CH3:8])([CH3:9])[CH2:7]1)[C:13]([CH3:12])=[O:14]. Reactants: C(C(=O)C)=O (pyruvaldehyde), CC1(NC(CC(C1)N)(C)C)C (2,2,6,6-tetramethyl-4-amino-piperidine). Run in CC(C)(C)OC (TBME), CC(C)(C)OC (TBME). Conditions: time 30 minute. Yields the product CC1(NC(CC(C1)N=CC(C)=O)(C)C)C (2,2,6,6-Tetramethyl-4-(2-oxopropylidene)aminopiperidine). Isolated yield 71.3%. Reaction SMILES: [CH:1](=O)[C:2]([CH3:4])=[O:3].[CH3:6][C:7]1([CH3:16])[CH2:12][CH:11]([NH2:13])[CH2:10][C:9]([CH3:15])([CH3:14])[NH:8]1>CC(OC)(C)C>[CH3:6][C:7]1([CH3:16])[CH2:12][CH:11]([N:13]=[CH:1][C:2](=[O:3])[CH3:4])[CH2:10][C:9]([CH3:15])([CH3:14])[NH:8]1. Reported procedure: To a solution of pyruvaldehyde (40% w/w solution in water, 2.68 mL, 3.16 g, 17.5 mol) in 30 ml of TBME at room temperature was added dropwise 2,2,6,6-tetramethyl-4-amino-piperidine (2.0 mL, 2.19 g, 14.0 mmol). After 30 min, the solution was diluted with 50 mL of TBME and washed with 3×25 mL of water and 25 mL of brine. The solution was concentrated in vacuo to yield 2.1 g (71%) of the imine product which was used as such in the subsequent step: 1H NMR (CDCl3) δ7.64 (1H, s), 3.70 (1H, tt, J=3.9, ... Reactants: C1COCCO1, Clc1cc(Cl)ncn1, NCC(O)c1ccccc1, [Na+], [Na+], O=C([O-])O, [OH-], O. The product is OC(CNc1cc(Cl)ncn1)c1ccccc1. RXN SMILES: [CH2:27]1[O:28][CH2:29][CH2:30][O:31][CH2:32]1.[Cl:11][c:12]1[n:13][cH:14][n:15][c:16]([Cl:18])[cH:17]1.[NH2:1][CH2:2][CH:3]([OH:4])[c:5]1[cH:6][cH:7][cH:8][cH:9][cH:10]1.[Na+:23].[Na+:25].[O-:19][C:20]([OH:21])=[O:22].[OH-:24].[OH2:26]>>[NH:1]([CH2:2][CH:3]([OH:4])[c:5]1[cH:6][cH:7][cH:8][cH:9][cH:10]1)[c:16]1[n:15][cH:14][n:13][c:12]([Cl:11])[cH:17]1. Reactants: C1(CCCCC1)C=1N=C(SC1)C1(CCOCC1)CN ((4-(4-cyclohexylthiazol-2-yl)tetrahydro-2H-pyran-4-yl)methanamine), FC(C1=NC(=NO1)C=1C=C(C(=O)O)C=CC1)(F)F (3-(5-(trifluoromethyl)-1,2,4-oxadiazol-3-yl)benzoic acid). Product: C1(CCCCC1)C=1N=C(SC1)C1(CCOCC1)CNC(C1=CC(=CC=C1)C1=NOC(=N1)C(F)(F)F)=O (N-((4-(4-Cyclohexylthiazol-2-yl)tetrahydro-2H-pyran-4-yl)methyl)-3-(5-(trifluoromethyl)-1,2,4-oxadiazol-3-yl)benzamide). Yield: 32.0%. As a reaction SMILES: [CH:1]1([C:7]2[N:8]=[C:9]([C:12]3([CH2:18][NH2:19])[CH2:17][CH2:16][O:15][CH2:14][CH2:13]3)[S:10][CH:11]=2)[CH2:6][CH2:5][CH2:4][CH2:3][CH2:2]1.[F:20][C:21]([F:37])([F:36])[C:22]1[O:26][N:25]=[C:24]([C:27]2[CH:28]=[C:29]([CH:33]=[CH:34][CH:35]=2)[C:30](O)=[O:31])[N:23]=1>>[CH:1]1([C:7]2[N:8]=[C:9]([C:12]3([CH2:18][NH:19][C:30](=[O:31])[C:29]4[CH:33]=[CH:34][CH:35]=[C:27]([C:24]5[N:23]=[C:22]([C:21]([F:37])([F:36])[F:20])[O:26][N:25]=5)[CH:28]=4)[CH2:13][CH2:14][O:15][CH2:16][CH2:17]3)[S:10][CH:11]=2)[CH2:2][CH2:3][CH2:4][CH2:5][CH2:6]1. Procedure details: This compound was synthesized from (4-(4-cyclohexylthiazol-2-yl)tetrahydro-2H-pyran-4-yl)methanamine and 3-(5-(trifluoromethyl)-1,2,4-oxadiazol-3-yl)benzoic acid as described in example 8 step 6 (70 mg, yield 32%). 1H NMR (400 MHz, MeOD) δ 8.50 (t, J=1.5 Hz, 1H), 8.29 (dt, J=7.8 Hz, 1.4 Hz, 1H), 7.98 (m, 1H), 7.67 (t, J=7.8 Hz, 1H), 7.05 (s, 1H), 3.90-3.86 (dt, J=11.8 Hz, 3.9 Hz, 2H), 3.65 (s, 2H), 3.55-3.49 (m, 2H), 2.69 (m, 1H), 2.35 (d, J=13.8 Hz, 2H), 2.04-1.96 (m, 4H), 1.76-1.73 (m, 2H), 1.... Reactants: ClC1=CC=C(C=C1)[N+](=O)[O-] (4-chloronitrobenzene), carbomethyoxymethyltrimethylsilane, CN(C)[S+](N(C)C)N(C)C.C[Si-](C)(C)(F)F (TASF), C1CCOC1 (THF), BrBr (bromine), S([O-])(O)=O.[Na+] (sodium bisulfite), product. Solvent: C(C)#N (acetonitrile). Conditions: time 1 hour. Product: [N+](=O)([O-])C1=C(C=C(C=C1)Cl)CC(=O)OC (Methyl 2-(2-Nitro-5-chlorophenyl)acetate). Reaction SMILES: [Cl:1][C:2]1[CH:7]=[CH:6][C:5]([N+:8]([O-:10])=[O:9])=[CH:4][CH:3]=1.CN([S+](N(C)C)N(C)C)C.C[Si-](F)(F)(C)C.BrBr.S(=O)(O)[O-:30].[Na+].C1[CH2:38][O:37][CH2:36][CH2:35]1>C(#N)C>[N+:8]([C:5]1[CH:6]=[CH:7][C:2]([Cl:1])=[CH:3][C:4]=1[CH2:35][C:36]([O:37][CH3:38])=[O:30])([O-:10])=[O:9] |f:1.2,4.5|. Procedure details: To a solution of 1.576 g (10 mmol) of 4-chloronitrobenzene and 1.68 mL (10.22 mmol) of carbomethyoxymethyltrimethylsilane in anhydrous THF was added 2.751 g (10 mmol) of TASF in 5 mL of acetonitrile at -78° C. The mixture was stirred for 7 hrs at that temperature, and 0.50 mL (9.70 mmol) of bromine was added dropwise. Stirring was continued for 1 hr, and saturated sodium bisulfite was added. The product was extracted into ether and isolated by chromatography on silica using 30% ether/hexane as s... Reactants: ice water, OCC1CCSC2=C(C=CC(=C12)C)C (4-hydroxymethyl-5,8-dimethylthiochroman), CO (methanol), S(O)(O)(=O)=O (sulfuric acid). Solvent: CCCCCC.C(C)(=O)OCC (hexane ethyl acetate). Yields the product COCC1CCSC2=C(C=CC(=C12)C)C (4-methoxymethyl-5,8-dimethylthiochroman). The yield is 60.0%. As a reaction SMILES: [OH:1][CH2:2][CH:3]1[C:12]2[C:7](=[C:8]([CH3:14])[CH:9]=[CH:10][C:11]=2[CH3:13])[S:6][CH2:5][CH2:4]1.[CH3:15]O.S(=O)(=O)(O)O>CCCCCC.C(OCC)(=O)C>[CH3:15][O:1][CH2:2][CH:3]1[C:12]2[C:7](=[C:8]([CH3:14])[CH:9]=[CH:10][C:11]=2[CH3:13])[S:6][CH2:5][CH2:4]1 |f:3.4|. Procedure: To a mixture of 1.32 g (6.33 mmol) of 4-hydroxymethyl-5,8-dimethylthiochroman with 13 ml of methanol was added 0.1 ml of concentrated sulfuric acid, and the mixture was reacted at reflux under heat for 10 hours. The reaction mixture was cooled to room temperature, poured into ice water and extracted with ethyl acetate. The extract was washed with water and with a saturated sodium chloride aqueous solution. An organic layer was dried over anhydrous sodium sulfate and filtered, and the solvent was...